This data is from the Open Reaction Database (ORD), a public repository of structured organic reaction records. The task is: describe an organic reaction: reactants, conditions, products, and yield Reactants: O.NN (Hydrazine monohydrate), C\C(=C/CN1C(C=2C(C1=O)=CC=CC2)=O)\CC\C=C(\CC\C=C(\CCC=C(C)C)/C)/C ((E,E,E)-N-(3,7,11,15-tetramethyl-2,6,10,14-hexadecatetraenyl)-phthalimide). The solvent is CCO (EtOH). Conditions: time 24 hour. The product is C\C(=C/CN)\CC\C=C(\CC\C=C(\CCC=C(C)C)/C)/C ((E,E,E)-3,7,11,15-tetramethyl-2,6,10,14-hexadecatetraenylamine). Yield: 94.5%. RXN SMILES: O.NN.[CH3:4]/[C:5](/[CH2:19][CH2:20]/[CH:21]=[C:22](\[CH3:34])/[CH2:23][CH2:24]/[CH:25]=[C:26](\[CH3:33])/[CH2:27][CH2:28][CH:29]=[C:30]([CH3:32])[CH3:31])=[CH:6]\[CH2:7][N:8]1C(=O)C2=CC=CC=C2C1=O>CCO>[CH3:4]/[C:5](/[CH2:19][CH2:20]/[CH:21]=[C:22](\[CH3:34])/[CH2:23][CH2:24]/[CH:25]=[C:26](\[CH3:33])/[CH2:27][CH2:28][CH:29]=[C:30]([CH3:32])[CH3:31])=[CH:6]\[CH2:7][NH2:8] |f:0.1|. Reported procedure: Hydrazine monohydrate (0.138 ml, 2.86 mmol) was added to a solution of intermediate 34 (0.80 g, 1.9 mmol) in EtOH (90 mL), and the resulting mixture was stirred at room temperature for 24 h. After filtration of a white solid, the solution was evaporated and the residue was extracted with Et2O (2×20 mL). The organic layers were filtered and evaporated to give intermediate 35 (0.520 g, 95%) as an oil, which was used for the following reaction without any further purification; 1H-NMR (CD3OI), 80 Mh...